This data is from the Open Reaction Database (ORD), a public repository of structured organic reaction records. The task is: describe an organic reaction: reactants, conditions, products, and yield Reactants: C=CCN(Cc1cccc2cc[nH]c12)C(=O)OC(C)(C)C, C=CCBr, CN(C)C=O, CCOC(C)=O, [H-], [Na+]. Yields the product C=CCN(Cc1cccc2ccn(CC=C)c12)C(=O)OC(C)(C)C. RXN SMILES: [C:3]([CH3:4])([CH3:5])([CH3:6])[O:7][C:8](=[O:9])[N:10]([CH2:11][c:12]1[cH:13][cH:14][cH:15][c:16]2[cH:17][cH:18][nH:19][c:20]12)[CH2:21][CH:22]=[CH2:23].[CH2:24]([CH:25]=[CH2:26])[Br:27].[CH3:28][N:29]([CH3:30])[CH:31]=[O:32].[CH3:33][CH2:34][O:35][C:36](=[O:37])[CH3:38].[H-:1].[Na+:2]>>[C:3]([CH3:4])([CH3:5])([CH3:6])[O:7][C:8](=[O:9])[N:10]([CH2:11][c:12]1[cH:13][cH:14][cH:15][c:16]2[cH:17][cH:18][n:19]([CH2:26][CH:25]=[CH2:24])[c:20]12)[CH2:21][CH:22]=[CH2:23].